Dataset: the Open Reaction Database (ORD), a public repository of structured organic reaction records. Task: describe an organic reaction: reactants, conditions, products, and yield Reactants: CC(=O)c1ccccc1-c1ccccc1, CCO, C[NH2+]C, CCOCC, [Cl-], Cl. The product is C[NH+](C)CCC(=O)c1ccccc1-c1ccccc1, [Cl-]. As a reaction SMILES: [C:1]([CH3:2])(=[O:3])[c:4]1[c:5](-[c:10]2[cH:11][cH:12][cH:13][cH:14][cH:15]2)[cH:6][cH:7][cH:8][cH:9]1.[CH3:16][CH2:17][OH:18].[CH3:20][NH2+:21][CH3:22].[CH3:24][CH2:25][O:26][CH2:27][CH3:28].[Cl-:19].[ClH:23]>>[C:1]([CH2:2][CH2:16][NH+:21]([CH3:20])[CH3:22])(=[O:3])[c:4]1[c:5](-[c:10]2[cH:11][cH:12][cH:13][cH:14][cH:15]2)[cH:6][cH:7][cH:8][cH:9]1.[Cl-:19]. Reactants: OC(=O)C(F)(F)F.FC(CNCC=1C=C2CCC[C@H](C2=CC1)N)(F)F ((R)-6-((2,2,2-Trifluoroethylamino)methyl)-1,2,3,4-tetrahydronaphthalen-1-amine TFA), FC(CNCC=1C=C2CCC[C@H](C2=CC1)NC(OC(C)(C)C)=O)(F)F ((R)-tert-butyl 6-((2,2,2-trifluoroethylamino)-methyl)-1,2,3,4-tetrahydronaphthalen-1-ylcarbamate), C1(CC1)N1CC2(CC1)CNCC2 (2-cyclopropyl-2,7-diazaspiro[4.4]nonane). Run in C(Cl)Cl (DCM). Reaction conditions: time 2 hour. Yields the product FC(CNCC=1C=C2CCC[C@H](C2=CC1)N)(F)F ((R)-6-((2,2,2-Trifluoroethylamino)methyl)-1,2,3,4-tetrahydronaphthalen-1-amine). RXN SMILES: C1(N2CCC3(CCNC3)C2)CC1.OC(C(F)(F)F)=O.[F:20][C:21]([F:37])([F:36])[CH2:22][NH:23][CH2:24][C:25]1[CH:26]=[C:27]2[C:32](=[CH:33][CH:34]=1)[C@H:31]([NH2:35])[CH2:30][CH2:29][CH2:28]2.FC(F)(F)CNCC1C=C2C(=CC=1)[C@H](NC(=O)OC(C)(C)C)CCC2>C(Cl)Cl>[F:20][C:21]([F:36])([F:37])[CH2:22][NH:23][CH2:24][C:25]1[CH:26]=[C:27]2[C:32](=[CH:33][CH:34]=1)[C@H:31]([NH2:35])[CH2:30][CH2:29][CH2:28]2 |f:1.2|. Procedure: A mixture of (R)-(5-(tert-butoxycarbonylamino)-5,6,7,8-tetrahydronaphthalen-2-yl)methyl methanesulfonate (400 mg, 1.13 mmol, 1.0 eq.), 2,2,2-trifluoroethanamine (360 μl, 4.52 mmol, 4.0 eq.) and K2CO3 (470 mg, 3.39 mmol, 3.0 eq.) in THF (10 ml) was heated at 100° C. in sealed tube for 16 h. After completion of the reaction (monitored by TLC), the mixture was diluted with ethyl acetate (50 ml), washed with water (20 ml) and brine (20 ml), and dried over Na2SO4. The solvent was evaporated under red... Starting materials: C(C)(C)(C)C1=CC(=C(C=C1OCC)C=1N([C@@H]([C@@H](N1)C1=CC=C(C=C1)Cl)C1=CC=C(C=C1)Cl)C(=O)Cl)OCC ((4S,5R)-2-(4-tert-butyl-2,5-diethoxy-phenyl)-4,5-bis-(4-chloro-phenyl)-4,5-dihydro-imidazole-1-carbonyl chloride), N1(CCOCC1)C(CN1CCNCC1)=O (1-morpholin-4-yl-2-piperazin-1-yl-ethanone). Product: Cl.C(C)(C)(C)C1=CC(=C(C=C1OCC)C=1N([C@@H]([C@@H](N1)C1=CC=C(C=C1)Cl)C1=CC=C(C=C1)Cl)C(=O)N1CCN(CC1)CC(=O)N1CCOCC1)OCC (2-{4-[(4S,5R)-2-(4-tert-Butyl-2,5-diethoxy-phenyl)-4,5-bis-(4-chloro-phenyl)-4,5-dihydro-imidazole-1-carbonyl]-piperazin-1-yl}-1-morpholin-4-yl-ethanone hydrochloride). As a reaction SMILES: [C:1]([C:5]1[C:10]([O:11][CH2:12][CH3:13])=[CH:9][C:8]([C:14]2[N:15]([C:33](Cl)=[O:34])[C@H:16]([C:26]3[CH:31]=[CH:30][C:29]([Cl:32])=[CH:28][CH:27]=3)[C@H:17]([C:19]3[CH:24]=[CH:23][C:22]([Cl:25])=[CH:21][CH:20]=3)[N:18]=2)=[C:7]([O:36][CH2:37][CH3:38])[CH:6]=1)([CH3:4])([CH3:3])[CH3:2].[N:39]1([C:45](=[O:53])[CH2:46][N:47]2[CH2:52][CH2:51][NH:50][CH2:49][CH2:48]2)[CH2:44][CH2:43][O:42][CH2:41][CH2:40]1>>[ClH:25].[C:1]([C:5]1[C:10]([O:11][CH2:12][CH3:13])=[CH:9][C:8]([C:14]2[N:15]([C:33]([N:50]3[CH2:51][CH2:52][N:47]([CH2:46][C:45]([N:39]4[CH2:40][CH2:41][O:42][CH2:43][CH2:44]4)=[O:53])[CH2:48][CH2:49]3)=[O:34])[C@H:16]([C:26]3[CH:31]=[CH:30][C:29]([Cl:32])=[CH:28][CH:27]=3)[C@H:17]([C:19]3[CH:20]=[CH:21][C:22]([Cl:25])=[CH:23][CH:24]=3)[N:18]=2)=[C:7]([O:36][CH2:37][CH3:38])[CH:6]=1)([CH3:2])([CH3:3])[CH3:4] |f:2.3|. Procedure: 2-{4-[(4S,5R)-2-(4-tert-Butyl-2,5-diethoxy-phenyl)-4,5-bis-(4-chloro-phenyl)-4,5-dihydro-imidazole-1-carbonyl]-piperazin-1-yl}-1-morpholin-4-yl-ethanone hydrochloride was prepared from (4S,5R)-2-(4-tert-butyl-2,5-diethoxy-phenyl)-4,5-bis-(4-chloro-phenyl)-4,5-dihydro-imidazole-1-carbonyl chloride (example 12f) and 1-morpholin-4-yl-2-piperazin-1-yl-ethanone (Oakwood Products) in an analogous manner as described in example 25. LR-MS: 750.4 [(M+H)+] Starting materials: C(C)N(C=1C=C(C(C=O)=CC1)O)CC (4-diethylaminosalicylaldehyde), C(#N)CC=1SC=C(N1)C1=CC=CC=C1 (2-cyanomethyl-4-phenyl-thiazole), N1CCCC1 (pyrrolidine), C(C)(C)O (isopropyl alcohol). Yields the product C(C)N(C1=CC=C2C(C(C(OC2=C1)=O)C=1SC=C(N1)C1=CC=CC=C1)=N)CC (7-diethylamino-3-(4-phenylthiazol-2-yl)-iminocoumarin). Yield: 81.3%. RXN SMILES: [CH2:1]([N:3]([CH2:13][CH3:14])[C:4]1[CH:5]=[C:6]([OH:12])[C:7](=[CH:10][CH:11]=1)C=O)[CH3:2].[C:15]([CH2:17][C:18]1[S:19][CH:20]=[C:21]([C:23]2[CH:28]=[CH:27][CH:26]=[CH:25][CH:24]=2)[N:22]=1)#[N:16].N1CCCC1.[CH:34]([OH:37])(C)C>>[CH2:13]([N:3]([CH2:1][CH3:2])[C:4]1[CH:5]=[C:6]2[C:7]([C:15](=[NH:16])[CH:17]([C:18]3[S:19][CH:20]=[C:21]([C:23]4[CH:28]=[CH:27][CH:26]=[CH:25][CH:24]=4)[N:22]=3)[C:34](=[O:37])[O:12]2)=[CH:10][CH:11]=1)[CH3:14]. Procedure details: 3.9 parts of 4-diethylaminosalicylaldehyde and 4 parts of 2-cyanomethyl-4-phenyl-thiazole in 40 parts by volume of isopropyl alcohol are refluxed with 0.5 part by volume of pyrrolidine for 1 hour. The reaction mixture is then cooled and the precipitate is filtered off and washed. 6.1 parts (81.3% of theory) of 7-diethylamino-3-(4-phenylthiazol-2-yl)-iminocoumarin, of melting point120°-128° C., are obtained.